This data is from the Open Reaction Database (ORD), a public repository of structured organic reaction records. The task is: describe an organic reaction: reactants, conditions, products, and yield Starting materials: N (ammonia), C(C(C)C)OC(=O)Cl (Isobutylchloroformate), C(C)(C)(C)OC(=O)NC1CC(CCC1)C(=O)O (3-tert-butoxycarbonylamino-cyclohexanecarboxylic acid), CN1CCOCC1 (N-methylmorpholine). Solvent: C1CCOC1 (THF). Conditions: time 30 minute. Yields the product 2.07, C(C)(C)(C)OC(NC1CC(CCC1)C(N)=O)=O ((3-carbamoyl-cyclohexyl)-carbamic acid tert-butyl ester). The yield is 66.0%. RXN SMILES: C(OC(Cl)=O)C(C)C.[C:9]([O:13][C:14]([NH:16][CH:17]1[CH2:22][CH2:21][CH2:20][CH:19]([C:23]([OH:25])=O)[CH2:18]1)=[O:15])([CH3:12])([CH3:11])[CH3:10].C[N:27]1CCOCC1.N>C1COCC1>[C:9]([O:13][C:14](=[O:15])[NH:16][CH:17]1[CH2:22][CH2:21][CH2:20][CH:19]([C:23](=[O:25])[NH2:27])[CH2:18]1)([CH3:12])([CH3:11])[CH3:10]. Procedure details: Isobutylchloroformate (2.06 g, 15.0 mmol) was added dropwise with cooling in an ice-methanol bath to a solution of 3-tert-butoxycarbonylamino-cyclohexanecarboxylic acid (3.15 g, 13.0 mmol) and N-methylmorpholine (1.52 g, 15.0 mmol) in THF (40 mL). After stirring for 30 mins, methanolic ammonia (7M, 5 mL) was added. The mixture was allowed to warm to room temperature, and left to stand overnight. The residue remaining on evaporation of solvent was partitioned between aq. NH4Cl (150 mL) and DCM (1... Yield: 25.0%. Reaction conditions: temperature 60 celsius. Procedure details: The compound prepared in Example 222 (0.100 g), the compound prepared in Example 220 (0.123 g), N-(3-dimethylaminopropyl)-N′-ethylcarbodiimide hydrochloride (0.102 g), N,N-diisopropylethylamine (0.185 mL) and 4-dimethylaminopyridine (0.011 g) were suspended in N,N-dimethylacetamide (10 mL) and heated at 60° C. overnight. The reaction mixture was cooled to room temperature and suspended between ethyl acetate and saturated aqueous sodium bicarbonate solution. The organics were washed with brine, d... The reagents and catalysts are CN(C1=CC=NC=C1)C (4-dimethylaminopyridine). Run in C(C)(=O)OCC (ethyl acetate), CN(C(C)=O)C (N,N-dimethylacetamide). The product is C(C)(C)(C)OC(=O)NC1=C(C(=C(S1)C(=O)OCC1CCN(CC1)CC1=CN=C(S1)C1=NC=CC=C1)C)C#N ((1-((2-(Pyridin-2-yl)thiazol-5-yl)methyl)piperidin-4-yl)methyl 5-(tert-butoxycarbonylamino)-4-cyano-3-methylthiophene-2-carboxylate). Starting materials: C(C)(C)(C)OC(=O)NC1=C(C(=C(S1)C(=O)O)C)C#N (5-(tert-Butoxycarbonylamino)-4-cyano-3-methylthiophene-2-carboxylic Acid), C([O-])(O)=O.[Na+] (sodium bicarbonate), C(C)(C)N(C(C)C)CC (N,N-diisopropylethylamine), N1=C(C=CC=C1)C=1SC(=CN1)CN1CCC(CC1)CO ((1-((2-(Pyridin-2-yl)thiazol-5-yl)methyl)piperidin-4-yl)methanol), Cl.CN(CCCN=C=NCC)C (N-(3-dimethylaminopropyl)-N′-ethylcarbodiimide hydrochloride). RXN SMILES: [C:1]([O:5][C:6]([NH:8][C:9]1[S:13][C:12]([C:14]([OH:16])=[O:15])=[C:11]([CH3:17])[C:10]=1[C:18]#[N:19])=[O:7])([CH3:4])([CH3:3])[CH3:2].[N:20]1[CH:25]=[CH:24][CH:23]=[CH:22][C:21]=1[C:26]1[S:27][C:28]([CH2:31][N:32]2[CH2:37][CH2:36][CH:35]([CH2:38]O)[CH2:34][CH2:33]2)=[CH:29][N:30]=1.Cl.CN(C)CCCN=C=NCC.C(N(CC)C(C)C)(C)C.C(=O)(O)[O-].[Na+]>CN(C)C1C=CN=CC=1.CN(C)C(=O)C.C(OCC)(=O)C>[C:1]([O:5][C:6]([NH:8][C:9]1[S:13][C:12]([C:14]([O:16][CH2:38][CH:35]2[CH2:36][CH2:37][N:32]([CH2:31][C:28]3[S:27][C:26]([C:21]4[CH:22]=[CH:23][CH:24]=[CH:25][N:20]=4)=[N:30][CH:29]=3)[CH2:33][CH2:34]2)=[O:15])=[C:11]([CH3:17])[C:10]=1[C:18]#[N:19])=[O:7])([CH3:4])([CH3:2])[CH3:3] |f:2.3,5.6|. Reactants: C1CCOC1, CN(C)C1CCNC1, CCN(C(C)C)C(C)C, Cc1ccc(C(=O)NC(C)C)cc1-c1nc(S(C)=O)nc2c1CNC(=O)N2c1c(F)cccc1F. The product is Cc1ccc(C(=O)NC(C)C)cc1-c1nc(N2CCC(N(C)C)C2)nc2c1CNC(=O)N2c1c(F)cccc1F. As a reaction SMILES: [CH2:53]1[O:54][CH2:55][CH2:56][CH2:57]1.[CH3:36][N:37]([CH:38]1[CH2:39][NH:40][CH2:41][CH2:42]1)[CH3:43].[CH:44]([N:45]([CH2:46][CH3:47])[CH:48]([CH3:49])[CH3:50])([CH3:51])[CH3:52].[F:1][c:2]1[c:3]([N:9]2[C:10](=[O:35])[NH:11][CH2:12][c:13]3[c:14]2[n:15][c:16]([S:32]([CH3:33])=[O:34])[n:17][c:18]3-[c:19]2[cH:20][c:21]([C:22](=[O:23])[NH:24][CH:25]([CH3:26])[CH3:27])[cH:28][cH:29][c:30]2[CH3:31])[c:4]([F:8])[cH:5][cH:6][cH:7]1>>[F:1][c:2]1[c:3]([N:9]2[C:10](=[O:35])[NH:11][CH2:12][c:13]3[c:14]2[n:15][c:16]([N:40]2[CH2:39][CH:38]([N:37]([CH3:36])[CH3:43])[CH2:42][CH2:41]2)[n:17][c:18]3-[c:19]2[cH:20][c:21]([C:22](=[O:23])[NH:24][CH:25]([CH3:26])[CH3:27])[cH:28][cH:29][c:30]2[CH3:31])[c:4]([F:8])[cH:5][cH:6][cH:7]1. Starting materials: CCN=C=NCCCN(C)C, CN(C)c1ccncc1, ClCCl, Fc1ccc(OC2CCNCC2)cc1F, O=C(O)CN1CCCC(c2ccccc2)(c2ccccc2)C1=O. Product: O=C(CN1CCCC(c2ccccc2)(c2ccccc2)C1=O)N1CCC(Oc2ccc(F)c(F)c2)CC1. Reaction SMILES: [CH2:39]([N:40]=[C:41]=[N:42][CH2:43][CH2:44][CH2:45][N:46]([CH3:47])[CH3:48])[CH3:49].[CH3:50][N:51]([CH3:52])[c:53]1[cH:54][cH:55][n:56][cH:57][cH:58]1.[Cl:59][CH2:60][Cl:61].[F:24][c:25]1[cH:26][c:27]([O:28][CH:29]2[CH2:30][CH2:31][NH:32][CH2:33][CH2:34]2)[cH:35][cH:36][c:37]1[F:38].[O:1]=[C:2]1[N:3]([CH2:20][C:21](=[O:22])[OH:23])[CH2:4][CH2:5][CH2:6][C:7]1([c:8]1[cH:9][cH:10][cH:11][cH:12][cH:13]1)[c:14]1[cH:15][cH:16][cH:17][cH:18][cH:19]1>>[O:1]=[C:2]1[N:3]([CH2:20][C:21](=[O:22])[N:32]2[CH2:31][CH2:30][CH:29]([O:28][c:27]3[cH:26][c:25]([F:24])[c:37]([F:38])[cH:36][cH:35]3)[CH2:34][CH2:33]2)[CH2:4][CH2:5][CH2:6][C:7]1([c:8]1[cH:9][cH:10][cH:11][cH:12][cH:13]1)[c:14]1[cH:15][cH:16][cH:17][cH:18][cH:19]1. Reported procedure: Following general procedure F, 1-{6-bromo-4-[trans-4-(dimethylamino)cyclohexylamino]quinolin-3-yl}ethanone (30 mg, 0.0.77 mmol) was reacted with 2,6-dichloro-4-(4,4,5,5-tetramethyl-1,3,2-dioxaborolan-2-yl)phenol (44 mg, 0.154 mmol) to afford the desired product (29 mg, 80%) as a yellow solid: 1H NMR (500 MHz, CD3OD TFA-d) δ 9.13 (s, 1H), 8.48 (s, 1H), 8.30 (dd, J=8.7, 1.8 Hz, 1H), 8.00 (d, J=8.7 Hz, 1H), 7.77 (s, 2H), 4.66-4.62 (m, 1H), 3.50-3.46 (m, 1H), 2.91 (s, 6H), 2.75 (s, 3H), 2.59-2.55 (m... Reactants: BrC=1C=C2C(=C(C=NC2=CC1)C(C)=O)N[C@@H]1CC[C@H](CC1)N(C)C (1-{6-bromo-4-[trans-4-(dimethylamino)cyclohexylamino]quinolin-3-yl}ethanone), ClC1=C(C(=CC(=C1)B1OC(C(O1)(C)C)(C)C)Cl)O (2,6-dichloro-4-(4,4,5,5-tetramethyl-1,3,2-dioxaborolan-2-yl)phenol). Yields the product ClC=1C=C(C=C(C1O)Cl)C=1C=C2C(=C(C=NC2=CC1)C(C)=O)N[C@@H]1CC[C@H](CC1)N(C)C (1-{6-(3,5-Dichloro-4-hydroxyphenyl)-4-[trans-4-(dimethylamino)cyclohexylamino]quinolin-3-yl}ethanone). RXN SMILES: Br[C:2]1[CH:3]=[C:4]2[C:9](=[CH:10][CH:11]=1)[N:8]=[CH:7][C:6]([C:12](=[O:14])[CH3:13])=[C:5]2[NH:15][C@H:16]1[CH2:21][CH2:20][C@H:19]([N:22]([CH3:24])[CH3:23])[CH2:18][CH2:17]1.[Cl:25][C:26]1[CH:31]=[C:30](B2OC(C)(C)C(C)(C)O2)[CH:29]=[C:28]([Cl:41])[C:27]=1[OH:42]>>[Cl:25][C:26]1[CH:31]=[C:30]([C:2]2[CH:3]=[C:4]3[C:9](=[CH:10][CH:11]=2)[N:8]=[CH:7][C:6]([C:12](=[O:14])[CH3:13])=[C:5]3[NH:15][C@H:16]2[CH2:21][CH2:20][C@H:19]([N:22]([CH3:24])[CH3:23])[CH2:18][CH2:17]2)[CH:29]=[C:28]([Cl:41])[C:27]=1[OH:42]. The yield is 79.9%. The reactants are [Al+3], COc1ccc(N(Cc2cccnc2)c2cccc(C(=O)O)c2)cc1OC1CCCC1, [Cl-], [Cl-], [Cl-], ClCCl, O. The product is COc1ccc(N(Cc2cccnc2)c2cccc(C(=O)O)c2)cc1O. RXN SMILES: [Al+3:33].[CH:1]1([O:6][c:7]2[cH:8][c:9]([N:15]([c:16]3[cH:17][c:18]([C:19](=[O:20])[OH:21])[cH:22][cH:23][cH:24]3)[CH2:25][c:26]3[cH:27][n:28][cH:29][cH:30][cH:31]3)[cH:10][cH:11][c:12]2[O:13][CH3:14])[CH2:2][CH2:3][CH2:4][CH2:5]1.[Cl-:32].[Cl-:34].[Cl-:35].[Cl:36][CH2:37][Cl:38].[OH2:39]>>[OH:6][c:7]1[cH:8][c:9]([N:15]([c:16]2[cH:17][c:18]([C:19](=[O:20])[OH:21])[cH:22][cH:23][cH:24]2)[CH2:25][c:26]2[cH:27][n:28][cH:29][cH:30][cH:31]2)[cH:10][cH:11][c:12]1[O:13][CH3:14]. Run at temperature 100 celsius, time 1 hour. Solvent: O (water). Product: NC1=CC=C(C=C1)C=1OC(=C(N1)C1=CC=C(C=C1)N)C1=CC=C(C=C1)N (2,4,5-tris(4-aminophenyl)oxazole). Reagents/catalysts: [Fe] (iron). Reported procedure: Then, 4.32 g (0.01 mol) of 2,4,5-tris(4-nitrophenyl)oxazole was mixed with 200 ml of N,N-dimethylformamide and 8 g of an iron powder (reduced iron available from Wako Pure Chemical Industries, Ltd.). To the resulting mixture, 4 ml of concentrated hydrochloric acid and 12 ml of water were added, and the mixture was heated to 100° C. while stirring well. After reacting for 1 hour, the reacting solution was neutralized to pH: 8 with a saturated aqueous solution of sodium carbonate, and while mainta... RXN SMILES: [N+:1]([C:4]1[CH:9]=[CH:8][C:7]([C:10]2[O:11][C:12]([C:24]3[CH:29]=[CH:28][C:27]([N+:30]([O-])=O)=[CH:26][CH:25]=3)=[C:13]([C:15]3[CH:20]=[CH:19][C:18]([N+:21]([O-])=O)=[CH:17][CH:16]=3)[N:14]=2)=[CH:6][CH:5]=1)([O-])=O.CN(C)C=O.Cl.C(=O)([O-])[O-].[Na+].[Na+]>[Fe].O>[NH2:1][C:4]1[CH:5]=[CH:6][C:7]([C:10]2[O:11][C:12]([C:24]3[CH:29]=[CH:28][C:27]([NH2:30])=[CH:26][CH:25]=3)=[C:13]([C:15]3[CH:20]=[CH:19][C:18]([NH2:21])=[CH:17][CH:16]=3)[N:14]=2)=[CH:8][CH:9]=1 |f:3.4.5|. The reactants are Cl (hydrochloric acid), C([O-])([O-])=O.[Na+].[Na+] (sodium carbonate), [N+](=O)([O-])C1=CC=C(C=C1)C=1OC(=C(N1)C1=CC=C(C=C1)[N+](=O)[O-])C1=CC=C(C=C1)[N+](=O)[O-] (2,4,5-tris(4-nitrophenyl)oxazole), CN(C=O)C (N,N-dimethylformamide). Starting materials: Brc1cncc2ccccc12, CCCCCC, CCOC(C)=O, [K+], N, O=[N+]([O-])[O-], O=S(=O)(O)O. Yields the product O=[N+]([O-])c1cccc2cncc(Br)c12. Reaction SMILES: [Br:1][c:2]1[cH:3][n:4][cH:5][c:6]2[cH:7][cH:8][cH:9][cH:10][c:11]12.[CH3:17][CH2:18][CH2:19][CH2:20][CH2:21][CH3:22].[CH3:29][CH2:30][O:31][C:32](=[O:33])[CH3:34].[K+:12].[NH3:23].[O-:13][N+:14]([O-:15])=[O:16].[S:24](=[O:25])(=[O:26])([OH:27])[OH:28]>>[Br:1][c:2]1[cH:3][n:4][cH:5][c:6]2[cH:7][cH:8][cH:9][c:10]([N+:14](=[O:13])[O-:15])[c:11]12. Reagents/catalysts: [Pd] (Pd/C). Reactants: CC1=C(C=CC(=C1)N(CCCl)CCCl)[N+](=O)[O-] (2-methyl-4-[N,N-bis(2-chloroethyl)amino]nitrobenzene). The solvent is CO (methanol), O1CCCC1 (tetrahydrofuran). Procedure: In a reactor, 300 mg (1.1 mmol) of 2-methyl-4-[N,N-bis(2-chloroethyl)amino]nitrobenzene were dissolved in a mixed solvent of 5 ml of methanol and 2 ml of tetrahydrofuran, followed by the addition of 200 mg of 10% Pd/C under a nitrogen gas atmosphere. The reactor was purged with hydrogen gas, followed by stirring at room temperature for one hour. After completion of the reaction, the reactor was purged with nitrogen gas, followed by stirring for 30 minutes. The 10% Pd/C was then filtered off. To ... Run at time 1 hour. Product: Cl.CC1=C(N)C=CC(=C1)N(CCCl)CCCl (2-methyl-4-[N,N-bis(2-chloroethyl)amino]aniline hydrochloride). As a reaction SMILES: [CH3:1][C:2]1[CH:7]=[C:6]([N:8]([CH2:12][CH2:13][Cl:14])[CH2:9][CH2:10][Cl:11])[CH:5]=[CH:4][C:3]=1[N+:15]([O-])=O>CO.O1CCCC1.[Pd]>[ClH:11].[CH3:1][C:2]1[CH:7]=[C:6]([N:8]([CH2:9][CH2:10][Cl:11])[CH2:12][CH2:13][Cl:14])[CH:5]=[CH:4][C:3]=1[NH2:15] |f:4.5|. Starting materials: ClC1=CC=C(C(=O)NCCOC2=CC=C(C(=O)O)C=C2)C=C1 (4-[2-(4-Chlorobenzamido)ethoxy]benzoic acid), [OH-].[Na+] (sodium hydroxide). The solvent is CO (methanol), O (water). The product is ClC1=CC=C(C(=O)NCCOC2=CC=C(C(=O)[O-])C=C2)C=C1.[Na+] (Sodium 4-[2-(4-chlorobenzamido)ethoxy]benzoate). Isolated yield 67.5%. RXN SMILES: [Cl:1][C:2]1[CH:22]=[CH:21][C:5]([C:6]([NH:8][CH2:9][CH2:10][O:11][C:12]2[CH:20]=[CH:19][C:15]([C:16]([OH:18])=[O:17])=[CH:14][CH:13]=2)=[O:7])=[CH:4][CH:3]=1.[OH-].[Na+:24]>CO.O>[Cl:1][C:2]1[CH:22]=[CH:21][C:5]([C:6]([NH:8][CH2:9][CH2:10][O:11][C:12]2[CH:13]=[CH:14][C:15]([C:16]([O-:18])=[O:17])=[CH:19][CH:20]=2)=[O:7])=[CH:4][CH:3]=1.[Na+:24] |f:1.2,5.6|. Reported procedure: 4-[2-(4-Chlorobenzamido)ethoxy]benzoic acid (3.19 g) was dissolved in 50 ml of methanol. A solution of 0.40 g of sodium hydroxide in 5 ml of water was added to the above methanolic solution, the mixture was concentrated in vacuo, the crystallised residue was recrystallised from methanol, and 2.30 g of crystalline product was obtained. M.p. not lower than 300° C.